This data is from the Open Reaction Database (ORD), a public repository of structured organic reaction records. The task is: describe an organic reaction: reactants, conditions, products, and yield The reactants are C(C)(=O)OC=1C(=CC2=C(CC(O2)(C)COS(=O)(=O)C)C1C(C)(C)C)C(C)(C)C (5-acetoxy-4,6-di-t-butyl-2-methanesulfonyloxymethyl-2-methyl-2,3-dihydrobenzofuran), [I-].[Na+] (sodium iodide), O (water). The solvent is CN(C=O)C (N,N-dimethylformamide). Yields the product C(C)(=O)OC=1C(=CC2=C(CC(O2)(C)CI)C1C(C)(C)C)C(C)(C)C (5-acetoxy-4,6-di-t-butyl-2-iodomethyl-2-methyl-2,3-dihydrobenzofuran). The yield is 67.5%. Reaction SMILES: [C:1]([O:4][C:5]1[C:6]([C:25]([CH3:28])([CH3:27])[CH3:26])=[CH:7][C:8]2[O:12][C:11]([CH2:14]OS(C)(=O)=O)([CH3:13])[CH2:10][C:9]=2[C:20]=1[C:21]([CH3:24])([CH3:23])[CH3:22])(=[O:3])[CH3:2].[I-:29].[Na+].O>CN(C)C=O>[C:1]([O:4][C:5]1[C:6]([C:25]([CH3:28])([CH3:27])[CH3:26])=[CH:7][C:8]2[O:12][C:11]([CH2:14][I:29])([CH3:13])[CH2:10][C:9]=2[C:20]=1[C:21]([CH3:24])([CH3:23])[CH3:22])(=[O:3])[CH3:2] |f:1.2|. Procedure: In 10 ml of N,N-dimethylformamide was dissolved 0.55 g of 5-acetoxy-4,6-di-t-butyl-2-methanesulfonyloxymethyl-2-methyl-2,3-dihydrobenzofuran and combined with 3.0 g of sodium iodide, and the mixture was heated under reflux for 24 hours. After cooling, water was added and the mixture was extracted with ethyl acetate, and the organic layer was washed with saturated brine, dried over anhydrous magnesium sulfate, and then concentrated. The concentrate was purified by silica gel column chromatography... Reactants: [BH4-], CO, NCC(O)c1cccc(Cl)c1, [Na+], COC(=O)c1ccc(OCC(C)=O)cc1C(=O)OC, c1ccccc1. The product is COC(=O)c1ccc(OCC(C)NCC(O)c2cccc(Cl)c2)cc1C(=O)OC. Reaction SMILES: [BH4-:37].[CH3:39][OH:40].[NH2:1][CH2:2][CH:3]([OH:4])[c:5]1[cH:6][c:7]([Cl:11])[cH:8][cH:9][cH:10]1.[Na+:38].[O:12]=[C:13]([CH2:14][O:15][c:16]1[cH:17][c:18]([C:26](=[O:27])[O:28][CH3:29])[c:19]([C:20](=[O:21])[O:22][CH3:23])[cH:24][cH:25]1)[CH3:30].[cH:31]1[cH:32][cH:33][cH:34][cH:35][cH:36]1>>[NH:1]([CH2:2][CH:3]([OH:4])[c:5]1[cH:6][c:7]([Cl:11])[cH:8][cH:9][cH:10]1)[CH:13]([CH2:14][O:15][c:16]1[cH:17][c:18]([C:26](=[O:27])[O:28][CH3:29])[c:19]([C:20](=[O:21])[O:22][CH3:23])[cH:24][cH:25]1)[CH3:30]. Starting materials: CC(C)(C#N)c1ccc(Br)cc1, C1CCOC1, [Li]CCCC, CN(C)CCN(C)C, c1ccoc1. The product is CC(C)(C#N)c1ccc(-c2ccco2)cc1. Reaction SMILES: [Br:19][c:20]1[cH:21][cH:22][c:23]([C:26]([C:27]#[N:28])([CH3:29])[CH3:30])[cH:24][cH:25]1.[CH2:31]1[O:32][CH2:33][CH2:34][CH2:35]1.[CH3:14][CH2:15][CH2:16][CH2:17][Li:18].[CH3:1][N:2]([CH3:3])[CH2:4][CH2:5][N:6]([CH3:7])[CH3:8].[cH:9]1[cH:10][cH:11][o:12][cH:13]1>>[cH:9]1[cH:10][c:11](-[c:20]2[cH:21][cH:22][c:23]([C:26]([C:27]#[N:28])([CH3:29])[CH3:30])[cH:24][cH:25]2)[o:12][cH:13]1. The reactants are CS(=O)(=O)OC1=CC=C(C=C1)O (4-Hydroxyphenyl methanesulfonate), CC1=CC=C(C=C1)S(=O)(=O)OCCNC=1C(N(S(C1C1=CC=CC=C1)(=O)=O)C(C)(C)C)=O (2-[(2-tert-Butyl-1,1-dioxido-3-oxo-5-phenyl-2,3-dihydroisothiazol-4-yl)amino]ethyl 4-methylbenzenesulfonate), C([O-])([O-])=O.[K+].[K+] (potassium carbonate). The solvent is CC#N (MeCN). Run at temperature 120 celsius. Yields the product CS(=O)(=O)OC1=CC=C(C=C1)OCCNC=1C(N(S(C1C1=CC=CC=C1)(=O)=O)C(C)(C)C)=O (4-{2-[(2-ter-Butyl-1,1-dioxido-3-oxo-5-phenyl-2,3-dihydroisothiazol-4-yl)amino]ethoxy}phenyl methanesulfonate). Yield: 39.4%. As a reaction SMILES: CC1C=CC(S([O:11][CH2:12][CH2:13][NH:14][C:15]2[C:16](=[O:32])[N:17]([C:28]([CH3:31])([CH3:30])[CH3:29])[S:18](=[O:27])(=[O:26])[C:19]=2[C:20]2[CH:25]=[CH:24][CH:23]=[CH:22][CH:21]=2)(=O)=O)=CC=1.[CH3:33][S:34]([O:37][C:38]1[CH:43]=[CH:42][C:41](O)=[CH:40][CH:39]=1)(=[O:36])=[O:35].C(=O)([O-])[O-].[K+].[K+]>CC#N>[CH3:33][S:34]([O:37][C:38]1[CH:39]=[CH:40][C:41]([O:11][CH2:12][CH2:13][NH:14][C:15]2[C:16](=[O:32])[N:17]([C:28]([CH3:29])([CH3:30])[CH3:31])[S:18](=[O:27])(=[O:26])[C:19]=2[C:20]2[CH:25]=[CH:24][CH:23]=[CH:22][CH:21]=2)=[CH:42][CH:43]=1)(=[O:36])=[O:35] |f:2.3.4|. Procedure details: 2-[(2-tert-Butyl-1,1-dioxido-3-oxo-5-phenyl-2,3-dihydroisothiazol-4-yl)amino]ethyl 4-methylbenzenesulfonate (150 mg, 0.313 mmol) was dissolved in dry MeCN (3 mL) under nitrogen atmosphere. 4-Hydroxyphenyl methanesulfonate (65 mg, 0.345 mmol) was added followed by potassium carbonate (217 mg, 1.567 mmol). The reaction mixture was heated in a microwave reactor at 120° C. for 15 mins. Potassium carbonate was filtered off and the reaction mixture was evaporated to dryness in a vacuum centrifuge. The... Starting materials: CC=1C(N=C=O)=CC(N=C=O)=CC1 (toluene diisocyanate), [Si]([O-])([O-])([O-])[O-].[Na+].[Na+].[Na+].[Na+] (sodium silicate). Conditions: time 20 minute. Product: [Si](O)(O)(O)O.CC=1C(N=C=O)=CC(N=C=O)=CC1 (toluene diisocyanate silicate). RXN SMILES: [CH3:1][C:2]1[C:3](=[CH:7][C:8](=[CH:12][CH:13]=1)[N:9]=[C:10]=[O:11])[N:4]=[C:5]=[O:6].[Si:14]([O-:18])([O-:17])([O-:16])[O-:15].[Na+].[Na+].[Na+].[Na+]>>[Si:14]([OH:18])([OH:17])([OH:16])[OH:15].[CH3:1][C:2]1[C:3](=[CH:7][C:8](=[CH:12][CH:13]=1)[N:9]=[C:10]=[O:11])[N:4]=[C:5]=[O:6] |f:1.2.3.4.5,6.7|. Procedure details: About 200 parts by weight of toluene diisocyanate. "TDI", 50 parts by weight of fine granular hydrated silica and 10 parts by weight of sodium silicate are mixed then heated to 30° C. to 35° C. while agitating for about 20 minutes thereby producing a toluene diisocyanate silicate prepolymer. The prepolymer is mixed with 70 parts by weight of trichlorotrifluoroethane.